From a dataset of the Open Reaction Database (ORD), a public repository of structured organic reaction records. describe an organic reaction: reactants, conditions, products, and yield Reactants: C(C)(C)(C)OC(=O)N1CCNCC1 (N-(tert-butyloxycarbonyl)piperazine), C=O (formalin), isobutylaldehyde. The solvent is C(C)(=O)O (acetic acid). Reaction conditions: time 30 minute. The product is C(C)(C)(C)OC(=O)N1CCN(CC1)CC(CO)(C)C (3-[4-(tert-butyloxycarbonyl)-1-piperazinyl]-2,2-dimethylpropanol). The yield is 94.0%. Reaction SMILES: [C:1]([O:5][C:6]([N:8]1[CH2:13][CH2:12][NH:11][CH2:10][CH2:9]1)=[O:7])([CH3:4])([CH3:3])[CH3:2].[CH2:14]=[O:15]>C(O)(=O)C>[C:1]([O:5][C:6]([N:8]1[CH2:13][CH2:12][N:11]([CH2:2][C:1]([CH3:4])([CH3:3])[CH2:14][OH:15])[CH2:10][CH2:9]1)=[O:7])([CH3:4])([CH3:2])[CH3:3]. Procedure details: 2.9 g of N-(tert-butyloxycarbonyl)piperazine and 1.6 ml of 35% formalin were dissolved in 8 ml of acetic acid, and the resulting solution was stirred at room temperature for 30 minutes. Then, 1.5 ml of isobutylaldehyde was added, and the resulting mixture was stirred at 50° C. for 12 hours. After concentration under reduced pressure, the residue was extracted with ethyl acetate and washed with saturated aqueous sodium bicarbonate. After drying with anhydrous sodium sulfate, the solvent was evapo...